From a dataset of the Open Reaction Database (ORD), a public repository of structured organic reaction records. describe an organic reaction: reactants, conditions, products, and yield The reactants are C1(=CC=CC=C1)C(CC1=CC=NC=C1)=O (1-phenyl-2-(pyridin-4-yl)ethanone), C1(=CC=CC=C1)C(CC1=CC=NC=C1)=O (1-phenyl-2-(pyridin-4-yl)ethanone), C(C)OC=1C=C(C=O)C=C(C1O)[N+](=O)[O-] (3-ethoxy-4-hydroxy-5-nitrobenzaldehyde), NC(=O)N (urea), Cl (hydrochloric acid). The solvent is C(C)O (ethanol). Reaction conditions: temperature 79 celsius. Product: C(C)OC=1C=C(C=C(C1O)[N+](=O)[O-])C1NC(NC(=C1C1=CC=NC=C1)C1=CC=CC=C1)=O (4-(3-ethoxy-4-hydroxy-5-nitrophenyl)-6-phenyl-5-(pyridin-4-yl)-3,4-dihydropyrimidin-2(1H)-one). Isolated yield 36.5%. As a reaction SMILES: [C:1]1([C:7](=O)[CH2:8][C:9]2[CH:14]=[CH:13][N:12]=[CH:11][CH:10]=2)[CH:6]=[CH:5][CH:4]=[CH:3][CH:2]=1.[CH2:16]([O:18][C:19]1[CH:20]=[C:21]([CH:24]=[C:25]([N+:28]([O-:30])=[O:29])[C:26]=1[OH:27])[CH:22]=O)[CH3:17].[NH2:31][C:32]([NH2:34])=[O:33].Cl>C(O)C>[CH2:16]([O:18][C:19]1[CH:20]=[C:21]([CH:22]2[C:8]([C:9]3[CH:14]=[CH:13][N:12]=[CH:11][CH:10]=3)=[C:7]([C:1]3[CH:6]=[CH:5][CH:4]=[CH:3][CH:2]=3)[NH:34][C:32](=[O:33])[NH:31]2)[CH:24]=[C:25]([N+:28]([O-:30])=[O:29])[C:26]=1[OH:27])[CH3:17]. Procedure: A mixture of 1-phenyl-2-(pyridin-4-yl)ethanone (Intermediate 36) (100 mg, 0.507 mmol), 3-ethoxy-4-hydroxy-5-nitrobenzaldehyde (107 mg, 0.507 mmol), urea (91.3 mg, 4.587 mmol), and concentrated hydrochloric acid (0.3 mL) in ethanol (1 mL) was refluxed at 79° C. for 80 h. After being cooled down to room temperature, the mixture was evaporated, and purified by preparative HPLC to give Compound 74 (80.1 mg, yield 38.3%). 1H NMR (DMSO-d6 400 MHz): δ 10.41 (s, 1H), 9.57 (s, 1H), 8.34 (d, J=6.4 Hz, 2H)... The reactants are CN1N=CC(=C1)C1=CC=2N(C(=N1)C=1C=NN(C1)C1(CN(C1)S(=O)(=O)C(F)(F)F)CC#N)C=CN2 (2-(3-(4-(7-(1-Methyl-1H-pyrazol-4-yl)imidazo[1,2-c]pyrimidin-5-yl)-1H-pyrazol-1-yl)-1-(trifluoromethylsulfonyl)azetidin-3-yl)acetonitrile), C(Cl)Cl (DCM), C(=O)(O)[O-].[Na+] (NaHCO3), n-Chlorosuccinimide. Conditions: time 8 hour. Yields the product ClC1=CN=C2N1C(=NC(=C2)C=2C=NN(C2)C)C=2C=NN(C2)C2(CN(C2)S(=O)(=O)C(F)(F)F)CC#N (2-(3-(4-(3-chloro-7-(1-methyl-1H-pyrazol-4-yl)imidazo[1,2-c]pyrimidin-5-yl)-1H-pyrazol-1-yl)-1-(trifluoromethylsulfonyl)azetidin-3-yl)acetonitrile). Isolated yield 17.0%. RXN SMILES: [CH3:1][N:2]1[CH:6]=[C:5]([C:7]2[N:12]=[C:11]([C:13]3[CH:14]=[N:15][N:16]([C:18]4([CH2:29][C:30]#[N:31])[CH2:21][N:20]([S:22]([C:25]([F:28])([F:27])[F:26])(=[O:24])=[O:23])[CH2:19]4)[CH:17]=3)[N:10]3[CH:32]=[CH:33][N:34]=[C:9]3[CH:8]=2)[CH:4]=[N:3]1.C([O-])(O)=O.[Na+].C(Cl)[Cl:41]>>[Cl:41][C:32]1[N:10]2[C:11]([C:13]3[CH:14]=[N:15][N:16]([C:18]4([CH2:29][C:30]#[N:31])[CH2:21][N:20]([S:22]([C:25]([F:28])([F:26])[F:27])(=[O:24])=[O:23])[CH2:19]4)[CH:17]=3)=[N:12][C:7]([C:5]3[CH:4]=[N:3][N:2]([CH3:1])[CH:6]=3)=[CH:8][C:9]2=[N:34][CH:33]=1 |f:1.2|. Reported procedure: 2-(3-(4-(7-(1-Methyl-1H-pyrazol-4-yl)imidazo[1,2-c]pyrimidin-5-yl)-1H-pyrazol-1-yl)-1-(trifluoromethylsulfonyl)azetidin-3-yl)acetonitrile (Example 96; 0.150 g, 0.305 mmol) was suspended in DCM (5 mL) and saturated aqueous NaHCO3 (2 mL). n-Chlorosuccinimide (0.204 g, 1.53 mmol) was added in one portion and the reaction mixture stirred at ambient temperature overnight. The reaction mixture was partitioned between saturated aqueous NaHCO3 and DCM. The combined organic extracts were washed with brin... Reactants: Cc1cc(Br)ccc1N, CC(=O)OC(C)=O, CCOC(C)=O, O, O=[N+]([O-])O. Product: Cc1cc(Br)cc([N+](=O)[O-])c1N. Reaction SMILES: [Br:1][c:2]1[cH:3][c:4]([CH3:9])[c:5]([NH2:6])[cH:7][cH:8]1.[CH3:10][C:11]([O:12][C:13](=[O:14])[CH3:15])=[O:16].[CH3:22][CH2:23][O:24][C:25](=[O:26])[CH3:27].[OH2:21].[OH:17][N+:18]([O-:19])=[O:20]>>[Br:1][c:2]1[cH:3][c:4]([CH3:9])[c:5]([NH2:6])[c:7]([N+:18](=[O:17])[O-:19])[cH:8]1. The reactants are O=S(=O)(OS(=O)(=O)C(F)(F)F)C(F)(F)F, O, Cc1cc(=O)c2ccc(O)cc2o1, c1ccncc1. Yields the product Cc1cc(=O)c2ccc(OS(=O)(=O)C(F)(F)F)cc2o1. As a reaction SMILES: [F:1][C:2]([S:3](=[O:4])(=[O:5])[O:6][S:7]([C:8]([F:9])([F:10])[F:11])(=[O:12])=[O:13])([F:14])[F:15].[OH2:35].[OH:22][c:23]1[cH:24][cH:25][c:26]2[c:27](=[O:34])[cH:28][c:29]([CH3:33])[o:30][c:31]2[cH:32]1.[cH:16]1[cH:17][cH:18][n:19][cH:20][cH:21]1>>[F:1][C:2]([S:3](=[O:4])(=[O:5])[O:6][c:23]1[cH:24][cH:25][c:26]2[c:27](=[O:34])[cH:28][c:29]([CH3:33])[o:30][c:31]2[cH:32]1)([F:14])[F:15].